Dataset: the Open Reaction Database (ORD), a public repository of structured organic reaction records. Task: describe an organic reaction: reactants, conditions, products, and yield Starting materials: [C@H]1(C[C@H](CCC1)O)O (trans 1,3-cyclohexanediol), [H-].[Na+] (NaH), ClC1=C(C#N)C=CC(=C1)F (2-chloro-4-fluorobenzonitrile). The solvent is O1CCCC1 (THF), O1CCCC1 (THF). Conditions: time 10 minute. Product: ClC1=C(C#N)C=CC(=C1)O[C@H]1C[C@@H](CCC1)O ((1R,3R)-2-Chloro-4-(3-hydroxy-cyclohexyloxy)-benzonitrile). The yield is 9.2%. RXN SMILES: [C@H:1]1([OH:8])[CH2:6][CH2:5][CH2:4][C@H:3]([OH:7])[CH2:2]1.[H-].[Na+].[Cl:11][C:12]1[CH:19]=[C:18](F)[CH:17]=[CH:16][C:13]=1[C:14]#[N:15]>O1CCCC1>[Cl:11][C:12]1[CH:19]=[C:18]([O:7][C@@H:3]2[CH2:4][CH2:5][CH2:6][C@@H:1]([OH:8])[CH2:2]2)[CH:17]=[CH:16][C:13]=1[C:14]#[N:15] |f:1.2|. Procedure: A commercial mixture of cis/trans 1,3-cyclohexanediol (7.77 g, 66.9 mmol) was dissolved in 50 mL anhydrous THF (tetrahydrofuran), under a nitrogen atmosphere, and cooled in an ice/acetone bath. NaH (60% suspension in oil, 2.69 g, 6.725 mmol) was then added and the solution stirred approximately 10 min. Then a solution of 2-chloro-4-fluorobenzonitrile (1.06 gms, 6.79 mmol)(in 20 mL anhydrous THF was added in a slow, steady stream (not dropwise). The cold bath was removed, and allowed to stir at r... The reactants are Cl.OC1[C@H](N)[C@@H](O)[C@H](O)[C@H](O1)CO (glucosamine hydrochloride), S(=O)(=O)([O-])[O-].[Na+].[Na+] (sodium sulphate). The solvent is O (water). Yields the product OC1[C@H](N)[C@@H](O)[C@H](O)[C@H](O1)CO (Glucosamine). RXN SMILES: Cl.[OH:2][CH:3]1[O:11][C@H:10]([CH2:12][OH:13])[C@@H:8]([OH:9])[C@H:6]([OH:7])[C@H:4]1[NH2:5].S([O-])([O-])(=O)=O.[Na+].[Na+]>O>[OH:2][CH:3]1[O:11][C@H:10]([CH2:12][OH:13])[C@@H:8]([OH:9])[C@H:6]([OH:7])[C@H:4]1[NH2:5] |f:0.1,2.3.4|. Procedure details: The mother liquors filtered off (166 g) consisted of water (100.4 ml), glucosamine hydrochloride (27.74 g; 0.13 mol) and sodium sulphate (37.90 g; 0.27 mol). Reactants: COC(CCC1(C2(OCCO2)CCCC1)C)=O (6-methyl-1,4-dioxaspiro[4.5]decane-6-propionic acid methyl ester), [Mg] (magnesium), BrC1=CC=CC=C1 (bromobenzene), C1(=CC=CC=C1)[Mg]Br (phenyl magnesium bromide), BrC1=CC=CC=C1 (bromobenzene), [Cl-].[NH4+] (ammonium chloride). The reagents and catalysts are CI (methyl iodide). Run in CCOCC (ether), C1=CC=CC=C1 (benzene), CCOCC (ether), CCOCC (ether), CCOCC (ether). Conditions: time 8 hour. The product is CC1(C2(OCCO2)CCCC1)CCC(O)(C1=CC=CC=C1)C1=CC=CC=C1 (6-methyl-α,α-diphenyl-1,4-dioxaspiro[4.5]decane-6-propanol). RXN SMILES: CO[C:3](=[O:17])[CH2:4][CH2:5][C:6]1([CH3:16])[CH2:15][CH2:14][CH2:13][CH2:12][C:7]21[O:11][CH2:10][CH2:9][O:8]2.[C:18]1([Mg]Br)[CH:23]=[CH:22][CH:21]=[CH:20][CH:19]=1.[Mg].Br[C:28]1[CH:33]=[CH:32][CH:31]=[CH:30][CH:29]=1.[Cl-].[NH4+]>CCOCC.CI.C1C=CC=CC=1>[CH3:16][C:6]1([CH2:5][CH2:4][C:3]([C:28]2[CH:33]=[CH:32][CH:31]=[CH:30][CH:29]=2)([C:18]2[CH:23]=[CH:22][CH:21]=[CH:20][CH:19]=2)[OH:17])[CH2:15][CH2:14][CH2:13][CH2:12][C:7]21[O:8][CH2:9][CH2:10][O:11]2 |f:4.5|. Reported procedure: A solution of 6-methyl-1,4-dioxaspiro[4.5]decane-6-propionic acid methyl ester (52.5 g, 0.21 mole), described in Example 7, in anhydrous ether (500 ml) and dry benzene (100 ml) is added dropwise under nitrogen to a cooled (0°-5° C.) stirred solution of phenyl magnesium bromide in ether prepared from magnesium turnings (15.9 g, 0.65 mole), bromobenzene (75 ml, 0.72 mole) and anhydrous ether (500 ml). (Note: Only about 75 ml of ether is used to start the reaction with 15 drops methyl iodide and 2-...